Dataset: the Open Reaction Database (ORD), a public repository of structured organic reaction records. Task: describe an organic reaction: reactants, conditions, products, and yield Starting materials: O=C(O)c1ccc(C(F)(F)F)cc1Br, CC(=O)[O-], CC(=O)[O-], CCOC(C)=O, COc1cccc(OC)c1-c1ccccc1P(C1CCCCC1)C1CCCCC1, [Na+], [Na+], O=C([O-])[O-], C1COCCO1, O, OB(O)c1ccccc1, [Pd+2]. The product is O=C(O)c1ccc(C(F)(F)F)cc1-c1ccccc1. Reaction SMILES: [Br:1][c:2]1[c:3]([C:4](=[O:5])[OH:6])[cH:7][cH:8][c:9]([C:11]([F:12])([F:13])[F:14])[cH:10]1.[C:72]([O-:73])(=[O:74])[CH3:75].[C:77]([O-:78])(=[O:79])[CH3:80].[CH3:65][CH2:66][O:67][C:68](=[O:69])[CH3:70].[CH:24]1([P:25]([CH:26]2[CH2:27][CH2:28][CH2:29][CH2:30][CH2:31]2)[c:32]2[cH:33][cH:34][cH:35][cH:36][c:37]2-[c:38]2[c:39]([O:40][CH3:41])[cH:42][cH:43][cH:44][c:45]2[O:46][CH3:47])[CH2:48][CH2:49][CH2:50][CH2:51][CH2:52]1.[Na+:59].[Na+:60].[O-:61][C:62](=[O:63])[O-:64].[O:53]1[CH2:54][CH2:55][O:56][CH2:57][CH2:58]1.[OH2:71].[OH:15][B:16]([OH:17])[c:18]1[cH:19][cH:20][cH:21][cH:22][cH:23]1.[Pd+2:76]>>[c:2]1(-[c:18]2[cH:19][cH:20][cH:21][cH:22][cH:23]2)[c:3]([C:4](=[O:5])[OH:6])[cH:7][cH:8][c:9]([C:11]([F:12])([F:13])[F:14])[cH:10]1.